From a dataset of the Open Reaction Database (ORD), a public repository of structured organic reaction records. describe an organic reaction: reactants, conditions, products, and yield Starting materials: O=C(CI)Nc1ncc(Br)nc1Br, CC#N, CCN(C(C)C)C(C)C, NCC1CCOCC1. The product is O=C1CN(CC2CCOCC2)c2nc(Br)cnc2N1. As a reaction SMILES: [Br:1][c:2]1[c:3]([NH:9][C:10]([CH2:11][I:12])=[O:13])[n:4][cH:5][c:6]([Br:8])[n:7]1.[CH3:31][C:32]#[N:33].[CH:22]([N:23]([CH:24]([CH3:25])[CH3:26])[CH2:27][CH3:28])([CH3:29])[CH3:30].[O:14]1[CH2:15][CH2:16][CH:17]([CH2:20][NH2:21])[CH2:18][CH2:19]1>>[c:2]12[c:3]([n:4][cH:5][c:6]([Br:8])[n:7]1)[NH:9][C:10](=[O:13])[CH2:11][N:21]2[CH2:20][CH:17]1[CH2:16][CH2:15][O:14][CH2:19][CH2:18]1. Reactants: FC1=CC=C(C=C1)[N+](=O)[O-] (1-fluoro-4-nitrobenzene), CC(=O)C=1C=CC(=CC1)O (4-hydroxyacetophenone), C([O-])([O-])=O.[K+].[K+] (potassium carbonate). Solvent: CCOC(=O)C (EtOAc), CN(C)C=O (DMF). Run at temperature 90 celsius. The product is [N+](=O)([O-])C1=CC=C(OC2=CC=C(C=C2)C(C)=O)C=C1 (1-(4-(4-nitrophenoxy)phenyl)ethanone). The yield is 99.8%. Reaction SMILES: F[C:2]1[CH:7]=[CH:6][C:5]([N+:8]([O-:10])=[O:9])=[CH:4][CH:3]=1.[CH3:11][C:12]([C:14]1[CH:15]=[CH:16][C:17]([OH:20])=[CH:18][CH:19]=1)=[O:13].C(=O)([O-])[O-].[K+].[K+]>CN(C=O)C.CCOC(C)=O>[N+:8]([C:5]1[CH:6]=[CH:7][C:2]([O:20][C:17]2[CH:18]=[CH:19][C:14]([C:12](=[O:13])[CH3:11])=[CH:15][CH:16]=2)=[CH:3][CH:4]=1)([O-:10])=[O:9] |f:2.3.4|. Procedure details: To a mixture of 1-fluoro-4-nitrobenzene (5.0 g, 35.43 mmol) and 4-hydroxyacetophenone (4.82 g, 35.40 mmol) in DMF (40 mL) was added potassium carbonate (9.79 g, 70.86 mmol). The reaction mixture was heated at 90° C. overnight. After the completion of the reaction as confirmed by TLC, the reaction mixture was diluted with EtOAc (200 mL) and washed with water (3×30 mL). The organic layer was separated, dried over Na2SO4 and concentrated in vacuo to afford the title compound (9.09 g, 99%) as a soli... The reactants are BrC=1C=C(C2=CC=CC=C2C1Br)C(=O)OC (methyl 3,4-dibromo-1-naphthoate), [Cu]C#N (copper (I) cyanide), N1=CC=CC=C1 (pyridine), CN1C(CCC1)=O (N-methylpyrrolidinone). Solvent: O (water), [NH4+].[OH-] (NH4OH), CCOC(=O)C (EtOAc). Reaction conditions: temperature 150 celsius. Yields the product C(#N)C=1C=C(C2=CC=CC=C2C1C#N)C(=O)OC (methyl 3,4-dicyano-1-naphthoate). The yield is 26.6%. Reaction SMILES: Br[C:2]1[CH:3]=[C:4]([C:13]([O:15][CH3:16])=[O:14])[C:5]2[C:10]([C:11]=1Br)=[CH:9][CH:8]=[CH:7][CH:6]=2.[Cu][C:18]#[N:19].[N:20]1C=CC=C[CH:21]=1.CN1CCCC1=O>O.[NH4+].[OH-].CCOC(C)=O>[C:21]([C:2]1[CH:3]=[C:4]([C:13]([O:15][CH3:16])=[O:14])[C:5]2[C:10]([C:11]=1[C:18]#[N:19])=[CH:9][CH:8]=[CH:7][CH:6]=2)#[N:20] |f:5.6|. Reported procedure: A mixture containing methyl 3,4-dibromo-1-naphthoate (126 mg, 0.366 mmol), copper (I) cyanide (618 mg, 6.89 mmol), pyridine (0.1 mL), and dry N-methylpyrrolidinone (2.0 mL) was heated at approximately 150° C. for 1 h. cooled to room temperature, diluted with water, NH4OH and EtOAc. The mixture was stirred briefly and filtered. The organic phase was separated and the aqueous phase extracted with additional EtOAc. The combined organic extracts were washed (dilute aqueous NH4OH and saturated NaHCO3... Starting materials: ClC1=CC=C(C=C1)/C=C/C(=O)C1=CC=C(C=C1)CCCN(C)C ((E)-3-(4-chlorophenyl)-4'-[3-(dimethylamino)propyl]acrylophenone). The reagents and catalysts are [Pd] (palladium on carbon). The solvent is C(C)O (ethanol). Product: Cl.ClC1=CC=C(C=C1)CCC(=O)C1=CC=C(C=C1)CCCN(C)C (3-(4-chlorophenyl)-4'-[3-(dimethylamino)propyl]propiophenone hydrochloride). Isolated yield 85.9%. Reaction SMILES: [Cl:1][C:2]1[CH:7]=[CH:6][C:5](/[CH:8]=[CH:9]/[C:10]([C:12]2[CH:17]=[CH:16][C:15]([CH2:18][CH2:19][CH2:20][N:21]([CH3:23])[CH3:22])=[CH:14][CH:13]=2)=[O:11])=[CH:4][CH:3]=1>C(O)C.[Pd]>[ClH:1].[Cl:1][C:2]1[CH:7]=[CH:6][C:5]([CH2:8][CH2:9][C:10]([C:12]2[CH:13]=[CH:14][C:15]([CH2:18][CH2:19][CH2:20][N:21]([CH3:23])[CH3:22])=[CH:16][CH:17]=2)=[O:11])=[CH:4][CH:3]=1 |f:3.4|. Procedure details: 3 g of (E)-3-(4-chlorophenyl)-4'-[3-(dimethylamino)propyl]acrylophenone were dissolved in 100 ml of ethanol and, after the addition of 300 mg of 5 percent palladium on carbon, hydrogenated. After the uptake of the theoretical amount of hydrogen the catalyst was filtered off and the filtrate was evaporated. The residue was dissolved in ethanol and converted using 10M ethanolic hydrochloric acid solution into the hydrochloride which was precipitated by the addition of hexane. After recrystallizati... Reactants: N1N=CC(=C1)CC(=O)OC (methyl 1H-pyrazol-4-ylacetate), C1(CCC1)OC=1C=C(C=CC1OC)N1C[C@@H](NCC1)CC1=CC=C(C=C1)F ((S)-1-(3-cyclobutoxy-4-methoxyphenyl)-3-(4-fluorobenzyl)piperazine). The product is C1(CCC1)OC=1C=C(C=CC1OC)N1C[C@@H](N(CC1)C(CC=1C=NNC1)=O)CC1=CC=C(C=C1)F ((S)-1-(4-(3-cyclobutoxy-4-methoxyphenyl)-2-(4-fluorobenzyl)piperazin-1-yl)-2-(1H-pyrazol-4-yl)ethanone). Isolated yield 58.0%. RXN SMILES: [NH:1]1[CH:5]=[C:4]([CH2:6][C:7]([O:9]C)=O)[CH:3]=[N:2]1.[CH:11]1([O:15][C:16]2[CH:17]=[C:18]([N:24]3[CH2:29][CH2:28][NH:27][C@@H:26]([CH2:30][C:31]4[CH:36]=[CH:35][C:34]([F:37])=[CH:33][CH:32]=4)[CH2:25]3)[CH:19]=[CH:20][C:21]=2[O:22][CH3:23])[CH2:14][CH2:13][CH2:12]1>>[CH:11]1([O:15][C:16]2[CH:17]=[C:18]([N:24]3[CH2:29][CH2:28][N:27]([C:7](=[O:9])[CH2:6][C:4]4[CH:5]=[N:1][NH:2][CH:3]=4)[C@@H:26]([CH2:30][C:31]4[CH:32]=[CH:33][C:34]([F:37])=[CH:35][CH:36]=4)[CH2:25]3)[CH:19]=[CH:20][C:21]=2[O:22][CH3:23])[CH2:12][CH2:13][CH2:14]1. Reported procedure: Prepared by the method outlined for Example 275 using methyl 1H-pyrazol-4-ylacetate and (S)-1-(3-cyclobutoxy-4-methoxyphenyl)-3-(4-fluorobenzyl)piperazine as starting materials. Product was obtained as a colorless solid (58%). LC/MS 3.44 min, [M+1]+ 479. Starting materials: CCNCC, CC(Nc1cc(Cl)ccc1[N+](=O)[O-])C(C)(C)C, [Cu]I, CC(=O)[O-], CC(=O)[O-], CN(C)C=O, [Pd+2], C#Cc1ccccc1. The product is CC(Nc1cc(C#Cc2ccccc2)ccc1[N+](=O)[O-])C(C)(C)C. Reaction SMILES: [CH2:31]([NH:32][CH2:33][CH3:34])[CH3:35].[Cl:1][c:2]1[cH:3][cH:4][c:5]([N+:15](=[O:16])[O-:17])[c:6]([NH:8][CH:9]([C:10]([CH3:11])([CH3:12])[CH3:13])[CH3:14])[cH:7]1.[Cu:36][I:37].[O-:39][C:40]([CH3:41])=[O:42].[O-:43][C:44]([CH3:45])=[O:46].[O:26]=[CH:27][N:28]([CH3:29])[CH3:30].[Pd+2:38].[c:18]1([C:24]#[CH:25])[cH:19][cH:20][cH:21][cH:22][cH:23]1>>[c:2]1([C:25]#[C:24][c:18]2[cH:19][cH:20][cH:21][cH:22][cH:23]2)[cH:3][cH:4][c:5]([N+:15](=[O:16])[O-:17])[c:6]([NH:8][CH:9]([C:10]([CH3:11])([CH3:12])[CH3:13])[CH3:14])[cH:7]1. The reactants are O=C([O-])[O-], CI, [K+], [K+], C=CCOCC1(c2cccc(C)c2)NC(=O)N(c2ccc(C#N)c(C(F)(F)F)c2)C1=O, CN(C)C=O. Product: C=CCOCC1(c2cccc(C)c2)C(=O)N(c2ccc(C#N)c(C(F)(F)F)c2)C(=O)N1C. As a reaction SMILES: [C:32](=[O:33])([O-:34])[O-:35].[CH3:38][I:39].[K+:36].[K+:37].[O:1]=[C:2]1[N:3]([c:20]2[cH:21][c:22]([C:28]([F:29])([F:30])[F:31])[c:23]([C:24]#[N:25])[cH:26][cH:27]2)[C:4](=[O:19])[C:5]([CH2:7][O:8][CH2:9][CH:10]=[CH2:11])([c:12]2[cH:13][c:14]([CH3:18])[cH:15][cH:16][cH:17]2)[NH:6]1.[O:40]=[CH:41][N:42]([CH3:43])[CH3:44]>>[O:1]=[C:2]1[N:3]([c:20]2[cH:21][c:22]([C:28]([F:29])([F:30])[F:31])[c:23]([C:24]#[N:25])[cH:26][cH:27]2)[C:4](=[O:19])[C:5]([CH2:7][O:8][CH2:9][CH:10]=[CH2:11])([c:12]2[cH:13][c:14]([CH3:18])[cH:15][cH:16][cH:17]2)[N:6]1[CH3:32]. Starting materials: FC=1C=C(C=O)C=CC1Br (3-fluoro-4-bromobenzaldehyde), C(C)(=O)Cl (acetyl chloride), C(OCC)(OCC)OCC (triethyl orthoformate). Run in CCO (EtOH). Reaction conditions: temperature 70 celsius, time 45 minute. Product: BrC1=C(C=C(C=C1)C(OCC)OCC)F (1-bromo-4-(diethoxymethyl)-2-fluorobenzene). RXN SMILES: [F:1][C:2]1[CH:3]=[C:4]([CH:7]=[CH:8][C:9]=1[Br:10])C=O.C(Cl)(=O)C.[CH:15]([O:22][CH2:23][CH3:24])([O:19][CH2:20][CH3:21])OCC>CCO>[Br:10][C:9]1[CH:8]=[CH:7][C:4]([CH:15]([O:19][CH2:20][CH3:21])[O:22][CH2:23][CH3:24])=[CH:3][C:2]=1[F:1]. Procedure details: To a solution of 3-fluoro-4-bromobenzaldehyde (20.0 g, 98.5 mmol) in dry EtOH (120 mL) was added acetyl chloride (2.04 mL, 29.6 mmol) followed by the addition of triethyl orthoformate (6.55 mL, 39.4 mmol) and the contents were heated to 70° C. for 3 h. The contents were cooled to room temperature and shifted to a rotary evaporator and subjected to reduced pressure (280 mm Hg) with bath temperature 65° C. for 45 min. The pressure was further lowered to remove all the solvent. To this mixture, fre...